describe an organic reaction: reactants, conditions, products, and yield From a dataset of the Open Reaction Database (ORD), a public repository of structured organic reaction records. The reactants are C(C1=CC=CC=C1)S(=O)C[C@H]1CN(CC1)C(=O)OC(C)(C)C ((3R)-3-(benzylsulfinyl)methyl-1-(tert-butoxycarbonyl)pyrrolidine), FC(C(=O)O)(F)F (trifluoroacetic acid). Run in ClCCl (dichloromethane). Product: C(C1=CC=CC=C1)S(=O)C[C@H]1CNCC1 ((3R)-3-[(Benzylsulfinyl)methyl]pyrrolidine). As a reaction SMILES: [CH2:1]([S:8]([CH2:10][C@@H:11]1[CH2:15][CH2:14][N:13](C(OC(C)(C)C)=O)[CH2:12]1)=[O:9])[C:2]1[CH:7]=[CH:6][CH:5]=[CH:4][CH:3]=1.FC(F)(F)C(O)=O>ClCCl>[CH2:1]([S:8]([CH2:10][C@@H:11]1[CH2:15][CH2:14][NH:13][CH2:12]1)=[O:9])[C:2]1[CH:3]=[CH:4][CH:5]=[CH:6][CH:7]=1. Procedure details: Using a similar method to that described in Example 93, step 2, (3R)-3-(benzylsulfinyl)methyl-1-(tert-butoxycarbonyl)pyrrolidine (0.2376 g, 0.735 mmol) was reacted with trifluoroacetic acid (1 ml) in dichloromethane (3 ml) to give, after work up, 0.1543 g (94%) of the title compound as a white solid, which was used without further purification. δH (250 MHz, CDCl3) 1.47 (1H, m), 2.09 (1H, m), 2.52-2.72 (4H, m), 2.94 (2H, m), 3.19 (1H, m), 3.96 (1H, d, J=12.9 Hz), 4.06 (1H, dd, J=12.9 and 3.6 Hz),... Starting materials: ClC=1C=C2C=3CC(CCC3NC2=C(C1)Cl)(C(=O)N[C@@H](C(C)C)CO)CCCC1=CC=CC=C1 (6,8-dichloro-2,3,4,9-tetrahydro-N-[(1S)-1-(hydroxymethyl)-2-methylpropyl]-3-(3-phenylpropyl)-1H-carbazole-3-carboxamide), ClC1=C(C=CC(=C1)Cl)NN (2,4-dichlorophenylhydrazine). Product: OC[C@H](C(C)C)NC(=O)C1(CCC=2NC3=CC=CC=C3C2C1)CCCC1=CC=CC=C1 (2,3,4,9-Tetrahydro-N-[(1S)-1-(hydroxymethyl)-2-methylpropyl]-3-(3-phenylpropyl)-1H-carbazole-3-carboxamide). As a reaction SMILES: Cl[C:2]1[CH:3]=[C:4]2[C:12](=[C:13](Cl)[CH:14]=1)[NH:11][C:10]1[CH2:9][CH2:8][C:7]([CH2:25][CH2:26][CH2:27][C:28]3[CH:33]=[CH:32][CH:31]=[CH:30][CH:29]=3)([C:16]([NH:18][C@H:19]([CH2:23][OH:24])[CH:20]([CH3:22])[CH3:21])=[O:17])[CH2:6][C:5]2=1.ClC1C=C(Cl)C=CC=1NN>>[OH:24][CH2:23][C@@H:19]([NH:18][C:16]([C:7]1([CH2:25][CH2:26][CH2:27][C:28]2[CH:29]=[CH:30][CH:31]=[CH:32][CH:33]=2)[CH2:6][C:5]2[C:4]3[C:12](=[CH:13][CH:14]=[CH:2][CH:3]=3)[NH:11][C:10]=2[CH2:9][CH2:8]1)=[O:17])[CH:20]([CH3:22])[CH3:21]. Procedure: 25 mg of 6,8-dichloro-2,3,4,9-tetrahydro-N-[(1S)-1-(hydroxymethyl)-2-methylpropyl]-3-(3-phenylpropyl)-1H-carbazole-3-carboxamide 278 is produced analogously with use of 2,4-dichlorophenylhydrazine. Starting materials: [OH-].[Na+] (sodium hydroxide), C(C)(C)(C)SC=1C(=NC=CC1)C(=O)O (3-t-butylthio-2-carboxypyridine), [BH4-].[Li+] (Lithium borohydride), ClC(=O)OCC (ethyl chloroformate). The solvent is O (water), C(C)(=O)OCC (ethyl acetate), CO (methanol), O1CCCC1 (tetrahydrofuran). Run at temperature -5 celsius, time 30 minute. Yields the product C(C)(C)(C)SC=1C(=NC=CC1)CO (3-t-Butylthio-2-hydroxymethylpyridine). Reaction SMILES: [C:1]([S:5][C:6]1[C:7]([C:12](O)=[O:13])=[N:8][CH:9]=[CH:10][CH:11]=1)([CH3:4])([CH3:3])[CH3:2].ClC(OCC)=O.[BH4-].[Li+].[OH-].[Na+]>O1CCCC1.O.C(OCC)(=O)C.CO>[C:1]([S:5][C:6]1[C:7]([CH2:12][OH:13])=[N:8][CH:9]=[CH:10][CH:11]=1)([CH3:4])([CH3:2])[CH3:3] |f:2.3,4.5|. Procedure: To a suspension of 3-t-butylthio-2-carboxypyridine (10.0 g, 47.4 mmol) in tetrahydrofuran (200 mL) cooled to −5° C. was added trethylamine (8.25 mL, 47.4 mmol) followed by addition of ethyl chloroformate (4.38 g, 47.4 mmol) and reaction was stirred for 30 min at 0° C. Lithium borohydride (2.58 g, 118 mmol) was added in portions, maintaining the temperature below 5° C. After the addition was complete the reaction was allowed to warm to room temperature and stirred for 1 hour. Temperature was lowe... Starting materials: C[Si](C)(C)[N-][Si](C)(C)C, COc1c(C)cc(C2C(=O)N(Cc3ccccc3Cl)c3ccccc32)cc1C, O=[N+]([O-])c1ccc(F)cc1, [K+], CN(C)C=O. The product is COc1c(C)cc(C2(c3ccc([N+](=O)[O-])cc3)C(=O)N(Cc3ccccc3Cl)c3ccccc32)cc1C. RXN SMILES: [CH3:29][Si:30]([N-:31][Si:32]([CH3:33])([CH3:34])[CH3:35])([CH3:36])[CH3:37].[Cl:1][c:2]1[c:3]([CH2:4][N:5]2[C:6](=[O:24])[CH:7]([c:14]3[cH:15][c:16]([CH3:23])[c:17]([O:21][CH3:22])[c:18]([CH3:20])[cH:19]3)[c:8]3[cH:9][cH:10][cH:11][cH:12][c:13]32)[cH:25][cH:26][cH:27][cH:28]1.[F:39][c:40]1[cH:41][cH:42][c:43]([N+:46](=[O:47])[O-:48])[cH:44][cH:45]1.[K+:38].[O:49]=[CH:50][N:51]([CH3:52])[CH3:53]>>[Cl:1][c:2]1[c:3]([CH2:4][N:5]2[C:6](=[O:24])[C:7]([c:14]3[cH:15][c:16]([CH3:23])[c:17]([O:21][CH3:22])[c:18]([CH3:20])[cH:19]3)([c:40]3[cH:41][cH:42][c:43]([N+:46](=[O:47])[O-:48])[cH:44][cH:45]3)[c:8]3[cH:9][cH:10][cH:11][cH:12][c:13]32)[cH:25][cH:26][cH:27][cH:28]1. Reactants: N1C(=O)C(=O)C2=CC=CC=C12 (isatin), C(C)(=O)C=1OC=CC1 (2-acetylfuran), [OH-].[K+] (potassium hydroxide), CCO (EtOH). The solvent is O (water). The product is O1C(=CC=C1)C1=NC2=CC=CC=C2C(=C1)C(=O)O (2-(2-furyl)quinoline-4-carboxylic acid). As a reaction SMILES: [NH:1]1[C:11]2[C:6](=[CH:7][CH:8]=[CH:9][CH:10]=2)[C:4](=O)[C:2]1=[O:3].[C:12]([C:15]1[O:16][CH:17]=[CH:18][CH:19]=1)(=O)[CH3:13].[OH-].[K+].CC[OH:24]>O>[O:16]1[CH:17]=[CH:18][CH:19]=[C:15]1[C:12]1[CH:13]=[C:4]([C:2]([OH:24])=[O:3])[C:6]2[C:11](=[CH:10][CH:9]=[CH:8][CH:7]=2)[N:1]=1 |f:2.3|. Reported procedure: 5 g (34.0 mmol) of isatin, 4 ml (40.8 mmol) of 2-acetylfuran and 6.3 g (112.2 mmol) of potassium hydroxide were dissolved in 40.9 ml of abs. EtOH and the slurry heated at 80° C. for 12 hours. After cooling of the reaction mixture, 50 ml of water were added and the solution extracted with 50 ml of Et2O. The ice-cooled aqueous phase was acidified to pH 1 with 37% HCl and the precipitate collected by filtration and washed with water. The crude product obtained was dried in-vacuo at 40° C. to yield ...